The task is: describe an organic reaction: reactants, conditions, products, and yield. This data is from the Open Reaction Database (ORD), a public repository of structured organic reaction records. Yields the product CC(C)(C)OC(=O)CN1C(=O)C(=Cc2c[nH]c3ccccc23)c2nnc(-c3ccccc3)n2-c2ccccc21. Starting materials: CC(C)(C)OC(=O)CN1C(=O)Cc2nnc(-c3ccccc3)n2-c2ccccc21, C1CCNCC1, Cc1ccccc1, O=Cc1c[nH]c2ccccc12. RXN SMILES: [C:1]([CH3:2])([CH3:3])([CH3:4])[O:5][C:6]([CH2:7][N:8]1[c:9]2[c:10]([cH:25][cH:26][cH:27][cH:28]2)-[n:11]2[c:12](-[c:19]3[cH:20][cH:21][cH:22][cH:23][cH:24]3)[n:13][n:14][c:15]2[CH2:16][C:17]1=[O:18])=[O:29].[CH2:41]1[CH2:42][CH2:43][NH:44][CH2:45][CH2:46]1.[CH3:47][c:48]1[cH:49][cH:50][cH:51][cH:52][cH:53]1.[nH:30]1[cH:31][c:32]([CH:39]=[O:40])[c:33]2[cH:34][cH:35][cH:36][cH:37][c:38]12>>[C:1]([CH3:2])([CH3:3])([CH3:4])[O:5][C:6]([CH2:7][N:8]1[c:9]2[c:10]([cH:25][cH:26][cH:27][cH:28]2)-[n:11]2[c:12](-[c:19]3[cH:20][cH:21][cH:22][cH:23][cH:24]3)[n:13][n:14][c:15]2[C:16](=[CH:39][c:32]2[cH:31][nH:30][c:38]3[c:33]2[cH:34][cH:35][cH:36][cH:37]3)[C:17]1=[O:18])=[O:29]. Reactants: ClC1=NC2=CC=CC=C2N=C1Cl (2,3-dichloroquinoxaline), N (ammonia). The product is NC1=NC2=CC=CC=C2N=C1Cl (2-amino-3-chloroquinoxaline). Reaction SMILES: [Cl:1][C:2]1[C:11](Cl)=[N:10][C:9]2[C:4](=[CH:5][CH:6]=[CH:7][CH:8]=2)[N:3]=1.[NH3:13]>>[NH2:13][C:11]1[C:2]([Cl:1])=[N:3][C:4]2[C:9](=[CH:8][CH:7]=[CH:6][CH:5]=2)[N:10]=1. Procedure details: 2.1 g (10.4 mmol) of 2,3-dichloroquinoxaline are stirred for 8 hours with 50 ml of 20% ethanolic ammonia in an autoclave at 80°–85° C. and autogenous pressure. The reaction solution is evaporated to dryness in a rotary evaporator, and the crude product is chromatographed over silica gel using toluene/ethyl acetate. The product-containing fractions are collected and evaporated in a rotary evaporator. Yield: 1.18 g (63%) As a reaction SMILES: [Br:5][c:6]1[cH:7][c:8]([C:9]#[N:10])[cH:11][c:12]([CH2:14][Br:15])[cH:13]1.[CH3:1][OH:2].[H-:4].[Na+:3].[O:16]=[CH:17][N:18]([CH3:19])[CH3:20]>>[CH3:1][O:2][CH2:14][c:12]1[cH:11][c:8]([C:9]#[N:10])[cH:7][c:6]([Br:5])[cH:13]1. Reactants: N#Cc1cc(Br)cc(CBr)c1, CO, [H-], [Na+], CN(C)C=O. Product: COCc1cc(Br)cc(C#N)c1. Starting materials: C1(CC1)C[C@H]1C[C@@H]2[C@@](NOC2)(CO1)C1=C(C=C(C=C1)F)F (rel-(3aR,5S,7aS)-5-(Cyclopropylmethyl)-7a-(2,4-difluorophenyl) hexahydro-1H-pyrano[3,4-c][1,2]oxazole), N[C@@]1([C@@H](C[C@@H](OC1)COCC1=CC=CC=C1)CO)C1=C(C=C(C=C1)F)F ([(2R,4R,5S)-5-amino-2-[(benzyloxy)methyl]-5-(2,4-difluorophenyl)tetrahydro-2H-pyran-4-yl]methanol). Product: N[C@@]1([C@@H](C[C@@H](OC1)CC1CC1)CO)C1=C(C=C(C=C1)F)F (rel-[(2S,4R,5S)-5-amino-2-(cyclopropylmethyl)-5-(2,4-difluorophenyl)tetrahydro-2H-pyran-4-yl]methanol). Isolated yield 90.5%. Reaction SMILES: [CH:1]1([CH2:4][C@@H:5]2[O:13][CH2:12][C@:8]3([C:14]4[CH:19]=[CH:18][C:17]([F:20])=[CH:16][C:15]=4[F:21])[NH:9][O:10][CH2:11][C@@H:7]3[CH2:6]2)[CH2:3][CH2:2]1.N[C@@]1(C2C=CC(F)=CC=2F)CO[C@@H](COCC2C=CC=CC=2)C[C@H]1CO>>[NH2:9][C@@:8]1([C:14]2[CH:19]=[CH:18][C:17]([F:20])=[CH:16][C:15]=2[F:21])[CH2:12][O:13][C@@H:5]([CH2:4][CH:1]2[CH2:2][CH2:3]2)[CH2:6][C@H:7]1[CH2:11][OH:10]. Procedure: rel-(3aR,5S,7aS)-5-(Cyclopropylmethyl)-7a-(2,4-difluorophenyl) hexahydro-1H-pyrano[3,4-c][1,2]oxazole (C70) (1.1 g, 4.09 mmol) was converted to the product according to the method described for the synthesis of [(2R,4R,5S)-5-amino-2-[(benzyloxy)methyl]-5-(2,4-difluorophenyl)tetrahydro-2H-pyran-4-yl]methanol (C6) in Preparation P1. The product was obtained as a dark oil (1.1 g), which was taken directly to the following step without additional purification. Starting materials: solution, C[Mg+].[Br-] (MeMgBr), C(#N)C1=C(C=C(C=C1)C(=NS(=O)CC(C)C)C=1N(C=NC1)C)F (N-[(4-Cyano-3-fluoro-phenyl)-(3-methyl-3H-imidazol-4-yl)-methylene]-2-methylpropanesulfinamide). The solvent is CCOCC (Et2O), C1CCOC1 (THF). Product: C(#N)C1=C(C=C(C=C1)C(C)(C=1N(C=NC1)C)NS(=O)CC(C)C)F (N-[1-(4-cyano-3-fluoro-phenyl)-1-(3-methyl-3H-imidazol-4-yl)-ethyl]-2-methylpropanesulfinamide). RXN SMILES: [C:1]([C:3]1[CH:8]=[CH:7][C:6]([C:9]([C:17]2[N:18]([CH3:22])[CH:19]=[N:20][CH:21]=2)=[N:10][S:11]([CH2:13][CH:14]([CH3:16])[CH3:15])=[O:12])=[CH:5][C:4]=1[F:23])#[N:2].[CH3:24][Mg+].[Br-]>C1COCC1.CCOCC>[C:1]([C:3]1[CH:8]=[CH:7][C:6]([C:9]([NH:10][S:11]([CH2:13][CH:14]([CH3:16])[CH3:15])=[O:12])([C:17]2[N:18]([CH3:22])[CH:19]=[N:20][CH:21]=2)[CH3:24])=[CH:5][C:4]=1[F:23])#[N:2] |f:1.2|. Reported procedure: N-[(4-Cyano-3-fluoro-phenyl)-(3-methyl-3H-imidazol-4-yl)-methylene]-2-methylpropanesulfinamide (1.50 g, 4.51 mmol) was dissolved in anhydrous THF (30 mL) at 0° C. and treated with a 3.0M solution of MeMgBr (4.50 mL, 13.5 mmol) in Et2O. After 15 min the reaction was quenched with aq. NH4Cl solution, diluted with saturated NaHCO3 solution and extracted with CH2Cl2 (3×). The combined organic layers were dried (MgSO4), filtered, concentrated, and recrystallized from 95% EtOAc/Hexane to give the titl... The reactants are COC([C@H](N)[C@@H](C1=CN(C2=CC=C(C=C12)Cl)CC)C)=O ((αR,βR)-5-chloro-1-ethyl-β-methyltryptophan methyl ester), C(C)(C)(C)OC(=O)N[C@H](CC1=NC=CC=C1)C(=O)O (N-t-butoxycarbonyl-3-(2-pyridyl)-D-alanine), C1(CCCCC1)N=C=NC1CCCCC1 (N,N'-dicyclohexylcarbodiimide). Solvent: C(Cl)Cl (methylene chloride), C(Cl)Cl (methylene chloride). Reaction conditions: time 8 hour. The product is COC([C@H](NC([C@H](NC(=O)OC(C)(C)C)CC1=NC=CC=C1)=O)[C@@H](C1=CN(C2=CC=C(C=C12)Cl)CC)C)=O (Nα -[N-t-butoxycarbonyl-3-(2-pyridyl)-D-alanyl](αR,βR)-5-chloro-1-ethyl-β-methyltryptophan methyl ester). Isolated yield 100.3%. As a reaction SMILES: [CH3:1][O:2][C:3](=[O:20])[C@@H:4]([C@H:6]([CH3:19])[C:7]1[C:15]2[C:10](=[CH:11][CH:12]=[C:13]([Cl:16])[CH:14]=2)[N:9]([CH2:17][CH3:18])[CH:8]=1)[NH2:5].[C:21]([O:25][C:26]([NH:28][C@@H:29]([C:37](O)=[O:38])[CH2:30][C:31]1[CH:36]=[CH:35][CH:34]=[CH:33][N:32]=1)=[O:27])([CH3:24])([CH3:23])[CH3:22].C1(N=C=NC2CCCCC2)CCCCC1>C(Cl)Cl>[CH3:1][O:2][C:3](=[O:20])[C@@H:4]([C@H:6]([CH3:19])[C:7]1[C:15]2[C:10](=[CH:11][CH:12]=[C:13]([Cl:16])[CH:14]=2)[N:9]([CH2:17][CH3:18])[CH:8]=1)[NH:5][C:37](=[O:38])[C@@H:29]([CH2:30][C:31]1[CH:36]=[CH:35][CH:34]=[CH:33][N:32]=1)[NH:28][C:26]([O:25][C:21]([CH3:24])([CH3:22])[CH3:23])=[O:27]. Procedure details: To a solution of (αR,βR)-5-chloro-1-ethyl-β-methyltryptophan methyl ester (1.24 g) and N-t-butoxycarbonyl-3-(2-pyridyl)-D-alanine (1.12 g) in dry methylene chloride (30 ml) which was cooled on an ice bath, was added a solution of N,N'-dicyclohexylcarbodiimide (0.9 g) in dry methylene chloride (5 ml). The mixture was stirred overnight at room temperature. After removal of the solvent, the crude residue was taken up with a mixture of ethyl acetate and water, filtered, and the organic layer was was... Starting materials: C1(CCCCC1)N=C=NC1CCCCC1 (dicyclohexylcarbodiimide), C(CCC(=O)C)(=O)O (levulinic acid). The solvent is ClCCl (dichloromethane), ClCCl (dichloromethane). The product is C(=O)(NC1CCCCC1)NC1CCCCC1 (dicyclohexylurea). As a reaction SMILES: [CH:1]1([N:7]=[C:8]=[N:9][CH:10]2[CH2:15][CH2:14][CH2:13][CH2:12][CH2:11]2)[CH2:6][CH2:5][CH2:4][CH2:3][CH2:2]1.C(O)(=O)CCC(C)=[O:20]>ClCCl>[C:8]([NH:7][CH:1]1[CH2:2][CH2:3][CH2:4][CH2:5][CH2:6]1)([NH:9][CH:10]1[CH2:15][CH2:14][CH2:13][CH2:12][CH2:11]1)=[O:20]. Procedure details: A solution of dicyclohexylcarbodiimide (0.084 g, 0.216 mmol) in dichloromethane (1 ml) was added to a solution of levulinic acid (0.047 g, 0.406 mmol) in dichloromethane (2 ml). A white crystalline solid of dicyclohexylurea formed immediately. The suspension was allowed to stand at room temperature for 30 min, then chilled in an ice bath for 3 h min, and left to stand at 4° overnight before filtration. The colourless filtrate was concentrated to give a colourless oil with a small amount of suspe... Yields the product CCc1nc(-c2sc(N)nc2-c2ccccc2)no1. Reaction SMILES: [CH2:1]([CH3:2])[c:3]1[n:4][c:5](-[c:8]2[c:9](-[c:18]3[cH:19][cH:20][cH:21][cH:22][cH:23]3)[n:10][c:11]([NH:13][C:14](=[O:15])[CH2:16][CH3:17])[s:12]2)[n:6][o:7]1.[CH3:30][OH:31].[ClH:24].[Na+:29].[O-:25][C:26]([OH:27])=[O:28]>>[CH2:1]([CH3:2])[c:3]1[n:4][c:5](-[c:8]2[c:9](-[c:18]3[cH:19][cH:20][cH:21][cH:22][cH:23]3)[n:10][c:11]([NH2:13])[s:12]2)[n:6][o:7]1. The reactants are CCC(=O)Nc1nc(-c2ccccc2)c(-c2noc(CC)n2)s1, CO, Cl, [Na+], O=C([O-])O. Reactants: C1(=CC=CC=C1)C(C)C (cumene), [O-]O.C1(=CC=CC=C1)C(C)C (cumene hydroperoxide), COC(=O)OC(=O)OC (DMPC). Solvent: CC(=O)C (acetone). The product is C1(=CC=CC=C1)O (phenol), CC(=C)C1=CC=CC=C1 (alpha-methyl styrene). As a reaction SMILES: [C:1]1(C(C)C)[CH:6]=[CH:5][CH:4]=[CH:3][CH:2]=1.[O-]O.[C:12]1([CH:18]([CH3:20])[CH3:19])[CH:17]=[CH:16][CH:15]=[CH:14][CH:13]=1.C[O:22]C(OC(OC)=O)=O>CC(C)=O>[C:1]1([OH:22])[CH:6]=[CH:5][CH:4]=[CH:3][CH:2]=1.[CH3:20][C:18]([C:12]1[CH:17]=[CH:16][CH:15]=[CH:14][CH:13]=1)=[CH2:19] |f:1.2|. Procedure details: It has been discovered that when a cumene oxidation product mixture containing cumene hydroperoxide (CHP) and DMPC is decomposed to produce phenol, acetone and alpha-methyl styrene by passing the cumene oxidation product mixture into a decomposing vessel containing indirect heat exchange surfaces wherein the cumene oxidation product mixture and an incoming circulating stream comprising cumene hydroperoxide, phenol, acetone and an acid catalyst are admixed, reacted and cooled by passage around th...